From a dataset of the Open Reaction Database (ORD), a public repository of structured organic reaction records. describe an organic reaction: reactants, conditions, products, and yield The reactants are C(CC(=O)OCC)(=O)OCC (diethyl malonate), CC(C)([O-])C.[K+] (potassium tert-butoxide), O (water), FC=1C=CC(=C(C(=O)OC)C1)[N+](=O)[O-] (methyl 5-fluoro-2-nitrobenzoate). Run in CN(C=O)C (N,N-dimethylformamide), Cl (hydrochloric acid). Reaction conditions: temperature 60 celsius, time 25 hour. The product is COC(=O)C=1C=C(C=CC1[N+](=O)[O-])C(C(=O)OCC)C(=O)OCC (Diethyl 3-methoxycarbonyl-4-nitrophenylmalonate). RXN SMILES: [C:1]([O:9][CH2:10][CH3:11])(=[O:8])[CH2:2][C:3]([O:5][CH2:6][CH3:7])=[O:4].CC(C)([O-])C.[K+].F[C:19]1[CH:20]=[CH:21][C:22]([N+:29]([O-:31])=[O:30])=[C:23]([CH:28]=1)[C:24]([O:26][CH3:27])=[O:25].O>CN(C)C=O.Cl>[CH3:27][O:26][C:24]([C:23]1[CH:28]=[C:19]([CH:2]([C:3]([O:5][CH2:6][CH3:7])=[O:4])[C:1]([O:9][CH2:10][CH3:11])=[O:8])[CH:20]=[CH:21][C:22]=1[N+:29]([O-:31])=[O:30])=[O:25] |f:1.2|. Procedure details: To a solution of diethyl malonate (8.04 ml, 52.9 mmol) in N,N-dimethylformamide (30.0 ml), potassium tert-butoxide (5.94 g, 52.9 mmol) was added, and, after complete dissolution, methyl 5-fluoro-2-nitrobenzoate (4.69 g, 26.5 mmol) obtained in Reference Example 107 was added. The reaction mixture was stirred at 60° C. for 25 hours and poured onto an iced water, made acidic with iN hydrochloric acid, and then extracted with ethyl acetate. After the extract was washed with water and dried (MgSO4), ... The reactants are C1CCOC1, CNOC, COC(=O)CCC(OC)OC, CC(C)[Mg+], [Cl-], Cl. Yields the product COC(CCC(=O)N(C)OC)OC. Reaction SMILES: [CH2:22]1[O:23][CH2:24][CH2:25][CH2:26]1.[CH3:12][NH:13][O:14][CH3:15].[CH3:1][O:2][CH:3]([CH2:4][CH2:5][C:6]([O:8][CH3:7])=[O:9])[O:10][CH3:11].[CH:18]([Mg+:19])([CH3:20])[CH3:21].[Cl-:17].[ClH:16]>>[CH3:1][O:2][CH:3]([CH2:4][CH2:5][C:6](=[O:8])[N:13]([CH3:12])[O:14][CH3:15])[O:10][CH3:11]. The reactants are C(C1=CC=CC=C1)(=O)NC1=CC=C(C=C1)C1=CC=C2CN(C(C2=C1)=O)[C@H](C(=O)O)C(C)C ((S)-2-(6-(4-Benzamidophenyl)-1-oxoisoindolin-2-yl)-3-methylbutanoic acid), CC([C@@H](C(=O)OC)N1C(C2=CC(=CC=C2C1)C1=CC=C(C=C1)NC(=O)C=1SC(=CN1)C1=CC=CC=C1)=O)C ((S)-Methyl 3-methyl-2-(1-oxo-6-(4-(5-phenylthiazole-2-carboxamido)phenyl)isoindolin-2-yl)butanoate). Product: CC([C@@H](C(=O)O)N1C(C2=CC(=CC=C2C1)C1=CC=C(C=C1)NC(=O)C=1SC(=CN1)C1=CC=CC=C1)=O)C ((S)-3-Methyl-2-(1-oxo-6-(4-(5-phenylthiazole-2-carboxamido)phenyl)isoindolin-2-yl)butanoic acid). Isolated yield 93.0%. RXN SMILES: C(NC1C=CC(C2C=C3C(CN([C@@H](C(C)C)C(O)=O)C3=O)=CC=2)=CC=1)(=O)C1C=CC=CC=1.[CH3:33][CH:34]([CH3:70])[C@H:35]([N:40]1[CH2:48][C:47]2[C:42](=[CH:43][C:44]([C:49]3[CH:54]=[CH:53][C:52]([NH:55][C:56]([C:58]4[S:59][C:60]([C:63]5[CH:68]=[CH:67][CH:66]=[CH:65][CH:64]=5)=[CH:61][N:62]=4)=[O:57])=[CH:51][CH:50]=3)=[CH:45][CH:46]=2)[C:41]1=[O:69])[C:36]([O:38]C)=[O:37]>>[CH3:33][CH:34]([CH3:70])[C@H:35]([N:40]1[CH2:48][C:47]2[C:42](=[CH:43][C:44]([C:49]3[CH:50]=[CH:51][C:52]([NH:55][C:56]([C:58]4[S:59][C:60]([C:63]5[CH:64]=[CH:65][CH:66]=[CH:67][CH:68]=5)=[CH:61][N:62]=4)=[O:57])=[CH:53][CH:54]=3)=[CH:45][CH:46]=2)[C:41]1=[O:69])[C:36]([OH:38])=[O:37]. Reported procedure: The compound of example 612 was prepared analogous to compound of example 98 by hydrolysis of compound of example 611. Starting materials: NC=1SC(=C(N1)C)C1=NC=CC(=C1)C (2-amino-4-methyl-5-(4-methylpyridin-2-yl)-thiazole), C(C1=CC=CC=C1)(=O)N=C=S (benzoyl isothiocyanate). The solvent is CC(=O)C (acetone), CC(=O)C (acetone). Product: CC=1N=C(SC1C1=NC=CC(=C1)C)NC(=S)NC(C1=CC=CC=C1)=O (N-(4-methyl-5-(4-methylpyridin-2-yl)thiazol-2-yl)-N′-benzoylthiourea). Reaction SMILES: [NH2:1][C:2]1[S:3][C:4]([C:8]2[CH:13]=[C:12]([CH3:14])[CH:11]=[CH:10][N:9]=2)=[C:5]([CH3:7])[N:6]=1.[C:15]([N:23]=[C:24]=[S:25])(=[O:22])[C:16]1[CH:21]=[CH:20][CH:19]=[CH:18][CH:17]=1>CC(C)=O>[CH3:7][C:5]1[N:6]=[C:2]([NH:1][C:24]([NH:23][C:15](=[O:22])[C:16]2[CH:17]=[CH:18][CH:19]=[CH:20][CH:21]=2)=[S:25])[S:3][C:4]=1[C:8]1[CH:13]=[C:12]([CH3:14])[CH:11]=[CH:10][N:9]=1. Reported procedure: To a suspension of 2-amino-4-methyl-5-(4-methylpyridin-2-yl)-thiazole (615 mg) in acetone (5 ml) was added a solution of benzoyl isothiocyanate (0.443 ml) in acetone (5 ml) dropwise, and the mixture was heated under reflux for 3 hours. After cooling, the resulting precipitate was collected by filtration and dried to give N-(4-methyl-5-(4-methylpyridin-2-yl)thiazol-2-yl)-N′-benzoylthiourea (490 mg). The reactants are C(C)OCC (diethyl ether), C(=C)[Mg]Br (vinylmagnesium bromide), O1CCCC1 (tetrahydrofuran), Cl (hydrochloric acid), CC(=O)C1=C(C=CC(=C1)Cl)Cl (2,5-dichloroacetophenone). Product: OC(C=C)(C)C1=C(C=CC(=C1)Cl)Cl (3-hydroxy-3-(2,5-dichlorophenyl)-1-butene). Reaction SMILES: [CH:1]([Mg]Br)=[CH2:2].CC(C1C=[C:12]([Cl:14])[CH:11]=[CH:10][C:9]=1[Cl:15])=O.Cl.C([O:19][CH2:20][CH3:21])C.O1CC[CH2:24][CH2:23]1>>[OH:19][C:20]([C:2]1[CH:1]=[C:9]([Cl:15])[CH:10]=[CH:11][C:12]=1[Cl:14])([CH3:21])[CH:23]=[CH2:24]. Procedure: Under a nitrogen atmosphere, a stirred solution of 6.9 grams (0.053 mole) of vinylmagnesium bromide in 50 mL of tetrahydrofuran is cooled to 10°-15° C., and 10.0 grams (0.053 mole) of 2,5-dichloroacetophenone is added dropwise during a 20 minute period. Upon completion of addition the reaction mixture temperature is maintained at 10°-15° C. for two hours. After this time the reaction mixture is poured into 100 mL of cold aqueous 10% hydrochloric acid solution. The mixture is shaken with 100 mL o... Reactants: COC(=O)C1=CC2=CC=C(C=C2C=C1)C#N (6-Cyano-naphthalene-2-carboxylic acid methyl ester), [Li+].[OH-] (LiOH). Run in ClCCl.O (dichloromethane water), C1CCOC1 (THF). Product: C(#N)C=1C=C2C=CC(=CC2=CC1)C(=O)O (6-Cyano-naphthalene-2-carboxylic acid). Isolated yield 86.2%. As a reaction SMILES: C[O:2][C:3]([C:5]1[CH:14]=[CH:13][C:12]2[C:7](=[CH:8][CH:9]=[C:10]([C:15]#[N:16])[CH:11]=2)[CH:6]=1)=[O:4].[Li+].[OH-]>C1COCC1.ClCCl.O>[C:15]([C:10]1[CH:11]=[C:12]2[C:7](=[CH:8][CH:9]=1)[CH:6]=[C:5]([C:3]([OH:4])=[O:2])[CH:14]=[CH:13]2)#[N:16] |f:1.2,4.5|. Procedure: A solution of 6-cyano-naphthalene-2-carboxylic acid methyl ester from Example 96 (2.00 g, 9.47 mmol) in THF (19 mL) and 1M aqueous LiOH (18.94 mL, 18,94 mmol) was vigorously stirred at room temperature for 3 hours. The reaction mixture was then diluted with 150 mL of 1:1 dichloromethane/water, and the organics were discarded. The aqueous material was acidified to pH 2 with 1N HC1, extracted with EtOAc (2×150 mL), extracts dried over MgSO4, and concentrated to provide the desired compound as a wh... Reactants: NC1=C(C(=NC(=C1C)C1=CC=C(C=C1)[Si](C)(C)C)C(=O)OC)Cl (methyl 4-amino-3-chloro-5-methyl-6-(4-(trimethylsilyl)phenyl)picolinate), C([O-])([O-])=O.[K+].[K+] (potassium carbonate), BrBr (bromine). The solvent is ClCCCl (1,2-dichloroethane). Run at time 18 hour. The product is NC1=C(C(=NC(=C1C)C1=CC=C(C=C1)Br)C(=O)OC)Cl (methyl 4-amino-6-(4-bromophenyl)-3-chloro-5-methylpicolinate). The yield is 44.5%. As a reaction SMILES: [NH2:1][C:2]1[C:7]([CH3:8])=[C:6]([C:9]2[CH:14]=[CH:13][C:12]([Si](C)(C)C)=[CH:11][CH:10]=2)[N:5]=[C:4]([C:19]([O:21][CH3:22])=[O:20])[C:3]=1[Cl:23].C(=O)([O-])[O-].[K+].[K+].[Br:30]Br>ClCCCl>[NH2:1][C:2]1[C:7]([CH3:8])=[C:6]([C:9]2[CH:14]=[CH:13][C:12]([Br:30])=[CH:11][CH:10]=2)[N:5]=[C:4]([C:19]([O:21][CH3:22])=[O:20])[C:3]=1[Cl:23] |f:1.2.3|. Procedure details: To methyl 4-amino-3-chloro-5-methyl-6-(4-(trimethylsilyl)phenyl)picolinate (150 mg, 0.43 mmol) and potassium carbonate (215 mg, 1.56 mmol) in 1,2-dichloroethane (DCE, 2.9 mL) was added bromine (0.03 mL, 0.58 mmol) and stirred at room temperature for 18 h. The DCE was concentrated off under vacuum and the crude material was partitioned between ethyl acetate and aqueous potassium carbonate. The aqueous layer was extracted with ethyl acetate (3×), washed with water, dried over anhydrous magnesium s... The reactants are C1(=CC=CC=C1)N=C=O (phenyl isocyanate), NCCCNC1=C(C=CC=2CCN(CCC21)C(C(F)(F)F)=O)Cl (6-(3-amino-propylamino)-7-chloro-3-(2,2,2-trifluoroacetyl)-2,3,4,5-tetrahydro-1H-benzo[d]azepine). The solvent is C(Cl)Cl (DCM). Yields the product ClC1=C(C2=C(CCN(CC2)C(C(F)(F)F)=O)C=C1)NCCCNC(=O)NC1=CC=CC=C1 (7-chloro-6-[3-(3-phenyl-ureido)-propylamino]-3-(2,2,2-trifluoroacetyl)-2,3,4,5-tetrahydro-1H-benzo[d]azepine). Isolated yield 28.0%. RXN SMILES: [C:1]1([N:7]=[C:8]=[O:9])[CH:6]=[CH:5][CH:4]=[CH:3][CH:2]=1.[NH2:10][CH2:11][CH2:12][CH2:13][NH:14][C:15]1[C:25]2[CH2:24][CH2:23][N:22]([C:26](=[O:31])[C:27]([F:30])([F:29])[F:28])[CH2:21][CH2:20][C:19]=2[CH:18]=[CH:17][C:16]=1[Cl:32]>C(Cl)Cl>[Cl:32][C:16]1[CH:17]=[CH:18][C:19]2[CH2:20][CH2:21][N:22]([C:26](=[O:31])[C:27]([F:29])([F:28])[F:30])[CH2:23][CH2:24][C:25]=2[C:15]=1[NH:14][CH2:13][CH2:12][CH2:11][NH:10][C:8]([NH:7][C:1]1[CH:6]=[CH:5][CH:4]=[CH:3][CH:2]=1)=[O:9]. Reported procedure: Combine phenyl isocyanate (15 μL, 0.137 mmol) and 6-(3-amino-propylamino)-7-chloro-3-(2,2,2-trifluoroacetyl)-2,3,4,5-tetrahydro-1H-benzo[d]azepine (48 mg, 0.137 mmol) in DCM and stir for 16 h. Concentrate, add DCM, filter and collect the solid to obtain 7-chloro-6-[3-(3-phenyl-ureido)-propylamino]-3-(2,2,2-trifluoroacetyl)-2,3,4,5-tetrahydro-1H-benzo[d]azepine (18 mg, 28%). The reactants are N[C@H](C(=O)O)CC1CC1 (2-(S)-amino-3-cyclopropyl propanoic acid), OS(=O)(=O)O (H2SO4), N(=O)[O-].[Na+] (NaNO2), OS(=O)(=O)O (H2SO4), N(=O)[O-].[Na+] (NaNO2), [Na+].[Cl-] (NaCl). Run in O (H2O). Reaction conditions: time 3 hour. The product is O[C@H](C(=O)O)CC1CC1 (2-(S)-Hydroxy-3-cyclopropyl propanoic acid). Yield: 85.0%. As a reaction SMILES: OS(O)(=O)=O.N([O-])=[O:7].[Na+].N[C@@H:11]([CH2:15][CH:16]1[CH2:18][CH2:17]1)[C:12]([OH:14])=[O:13].[Na+].[Cl-]>O>[OH:7][C@@H:11]([CH2:15][CH:16]1[CH2:18][CH2:17]1)[C:12]([OH:14])=[O:13] |f:1.2,4.5|. Procedure: A 1 L, 3-neck flask was equipped with two dropping funnels, one containing 21.3 mL of 2.0 N H2SO4 and the other containing 21.3 mL of 2.0 N NaNO2. A mixture of 5.00 g (38.7 mmol) of 2-(S)-amino-3-cyclopropyl propanoic acid in 28 mL of H2O at 0° C. was treated with a sufficient amount of the acid solution to dissolve the solids. The remaining H2SO4 solution and the NaNO2 solution were added maintaing the internal temperature at less than 5° C. The resulting mixture was stirred cold for 3 h, then ... Starting materials: CO, COc1ccc(Nc2ncccc2[N+](=O)[O-])cc1, Cl, O, O, Cl[Sn]Cl. Yields the product COc1ccc(Nc2ncccc2N)cc1. Reaction SMILES: [CH3:19][OH:20].[CH3:1][O:2][c:3]1[cH:4][cH:5][c:6]([NH:9][c:10]2[n:11][cH:12][cH:13][cH:14][c:15]2[N+:16]([O-:17])=[O:18])[cH:7][cH:8]1.[ClH:26].[OH2:21].[OH2:22].[Sn:23]([Cl:24])[Cl:25]>>[CH3:1][O:2][c:3]1[cH:4][cH:5][c:6]([NH:9][c:10]2[n:11][cH:12][cH:13][cH:14][c:15]2[NH2:16])[cH:7][cH:8]1.